This data is from the Open Reaction Database (ORD), a public repository of structured organic reaction records. The task is: describe an organic reaction: reactants, conditions, products, and yield Starting materials: C(#N)C(C)(C)NC(=O)C(CC(C)C)NC(C1=CC=C(C=C1)CBr)=O (N-{1-[(Cyano-dimethyl-methyl)-carbamoyl]-3-methyl-butyl}-4-bromomethyl-benzamide), N1C=NC=C1.[Na] (sodium-imidazol). Run in C1CCOC1 (THF). Yields the product C(#N)C(C)(C)NC(=O)C(CC(C)C)NC(C1=CC=C(C=C1)CN1C=NC=C1)=O (N-{1-[(Cyano-dimethyl-methyl)-carbamoyl]-3-methyl-butyl}-4-imidazol-1-ylmethyl-benzamide). As a reaction SMILES: [C:1]([C:3]([NH:6][C:7]([CH:9]([NH:14][C:15](=[O:24])[C:16]1[CH:21]=[CH:20][C:19]([CH2:22]Br)=[CH:18][CH:17]=1)[CH2:10][CH:11]([CH3:13])[CH3:12])=[O:8])([CH3:5])[CH3:4])#[N:2].[NH:25]1[CH:29]=[CH:28][N:27]=[CH:26]1.[Na]>C1COCC1>[C:1]([C:3]([NH:6][C:7]([CH:9]([NH:14][C:15](=[O:24])[C:16]1[CH:21]=[CH:20][C:19]([CH2:22][N:25]2[CH:29]=[CH:28][N:27]=[CH:26]2)=[CH:18][CH:17]=1)[CH2:10][CH:11]([CH3:13])[CH3:12])=[O:8])([CH3:5])[CH3:4])#[N:2] |f:1.2,^1:29|. Procedure details: N-{1-[(Cyano-dimethyl-methyl)-carbamoyl]-3-methyl-butyl}-4-bromomethyl-benzamide (0.18 mmol) is dissolved in THF (1 ml) and sodium-imidazol (0.41 mmol) is added and the reaction mixture stirred at RT over night. After evaporation of the solvent, the residue is extracted with ethyl acetate. The extract is washed with water, dried over magnesium sulfate and evaporated. An oil with Rf=0.44 (CH2Cl2/MeOH=9:1) is obtained. Starting materials: C(CC1=CC=CC=C1)N (phenethylamine), C1(CC1)C(=O)Cl (cyclopropanecarbonyl chloride). The product is C1(CC1)C1NCCC2=CC=CC=C12 (1-cyclopropyl-1,2,3,4-tetrahydroisoquinoline). RXN SMILES: [CH2:1]([NH2:9])[CH2:2][C:3]1[CH:8]=[CH:7][CH:6]=[CH:5][CH:4]=1.[CH:10]1([C:13](Cl)=O)[CH2:12][CH2:11]1>>[CH:10]1([CH:13]2[C:8]3[C:3](=[CH:4][CH:5]=[CH:6][CH:7]=3)[CH2:2][CH2:1][NH:9]2)[CH2:12][CH2:11]1. Reported procedure: In accordance with the same procedures as in Steps 1, 2, and 3 of Preparation 21, except for using phenethylamine and cyclopropanecarbonyl chloride, 1-cyclopropyl-1,2,3,4-tetrahydroisoquinoline was obtained. In accordance with the same procedures as in Preparation 20, the titled compound was obtained as pale yellow oil. (Yield: 82%) The product was used in the subsequent step without further purification. Starting materials: CC=1C=C(C(=O)O)C=CC1C(=O)N1CCCC1 (3-methyl-4-(pyrrolidin-1-ylcarbonyl)benzoic acid), CN(C)C(=[N+](C)C)ON1C2=C(C=CC=C2)N=N1.[B-](F)(F)(F)F (TBTU), C(C)(C)N(CC)C(C)C (diisopropylethylamine), ClC1=CC2=C(NC(=N2)C(C2=CC=C(C=C2)Cl)N)C=C1 (C-(5-chloro-1H-benzimidazol-2-yl)-C-(4-chlorophenyl)methylamine), ClCl (chlorine), C27H24C12N4O2, ClCl (chlorine). Run in CN(C=O)C (dimethylformamide), ClCCl.CO (dichloromethane methanol). The product is ClC1=CC2=C(NC(=N2)C(NC(C2=CC(=C(C=C2)C(=O)N2CCCC2)C)=O)C2=CC=C(C=C2)Cl)C=C1 (rac.-N-[(5-chloro-1H-benzimidazol-2-yl)-(4-chlorophenyl)methyl]-3-methyl-4-(pyrrolidin-1-ylcarbonyl)benzamide). Yield: 50.0%. As a reaction SMILES: [CH3:1][C:2]1[CH:3]=[C:4]([CH:8]=[CH:9][C:10]=1[C:11]([N:13]1[CH2:17][CH2:16][CH2:15][CH2:14]1)=[O:12])[C:5]([OH:7])=O.CN(C(ON1N=NC2C=CC=CC1=2)=[N+](C)C)C.[B-](F)(F)(F)F.C(N(C(C)C)CC)(C)C.[Cl:49][C:50]1[CH:67]=[CH:66][C:53]2[NH:54][C:55]([CH:57]([NH2:65])[C:58]3[CH:63]=[CH:62][C:61]([Cl:64])=[CH:60][CH:59]=3)=[N:56][C:52]=2[CH:51]=1.ClCl>CN(C)C=O.ClCCl.CO>[Cl:49][C:50]1[CH:67]=[CH:66][C:53]2[NH:54][C:55]([CH:57]([C:58]3[CH:59]=[CH:60][C:61]([Cl:64])=[CH:62][CH:63]=3)[NH:65][C:5](=[O:7])[C:4]3[CH:8]=[CH:9][C:10]([C:11]([N:13]4[CH2:17][CH2:16][CH2:15][CH2:14]4)=[O:12])=[C:2]([CH3:1])[CH:3]=3)=[N:56][C:52]=2[CH:51]=1 |f:1.2,7.8|. Reported procedure: Prepared analogously to Example 1g from 3-methyl-4-(pyrrolidin-1-ylcarbonyl)benzoic acid, TBTU, diisopropylethylamine, and C-(5-chloro-1H-benzimidazol-2-yl)-C-(4-chlorophenyl)methylamine in dimethylformamide. Yield: 50%; Rf value: 0.20 (silica gel; dichloromethane/methanol=95:5); C27H24C12N4O2 (507.42); mass spectrum: (M+H)+=507/509/511 (chlorine isotope) and (M−H)−=505/507/509 (chlorine isotope). Conditions: time 8 hour. The reagents and catalysts are [Br-].C(CCC)[N+](CCCC)(CCCC)CCCC (tetrabutylammonium bromide). Solvent: C(Cl)Cl (methylene chloride). Starting materials: [OH-].[Na+] (sodium hydroxide), BrC(CCCCC)Br (dibromohexane), ClC=1C=C(C(=O)C2=CC=CC=C2)C=CC1O (3-chloro-4-hydroxy-benzophenone). As a reaction SMILES: [OH-].[Na+].Br[CH:4]([Br:10])[CH2:5][CH2:6][CH2:7][CH2:8][CH3:9].[Cl:11][C:12]1[CH:13]=[C:14]([CH:23]=[CH:24][C:25]=1[OH:26])[C:15]([C:17]1[CH:22]=[CH:21][CH:20]=[CH:19][CH:18]=1)=[O:16]>[Br-].C([N+](CCCC)(CCCC)CCCC)CCC.C(Cl)Cl>[Br:10][CH2:4][CH2:5][CH2:6][CH2:7][CH2:8][CH2:9][O:26][C:25]1[CH:24]=[CH:23][C:14]([C:15]([C:17]2[CH:22]=[CH:21][CH:20]=[CH:19][CH:18]=2)=[O:16])=[CH:13][C:12]=1[Cl:11] |f:0.1,4.5|. Reported procedure: 100 ml of a 10 percent aqueous sodium hydroxide solution are added to a solution of 34.5 g of dibromohexane, 9.9 g of 3-chloro-4-hydroxy-benzophenone and 1.6 g of tetrabutylammonium bromide in 100 ml of methylene chloride. The heterogeneous mixture is stirred at room temperature overnight. The organic phase is separated, dried over sodium sulfate and evaporated. By chromatography of the residue on silica gel with hexane/ethyl acetate 7:3, there is obtained 4-[(6-bromo-hexyl)oxy]-3-chlorobenzophe... Product: BrCCCCCCOC1=C(C=C(C(=O)C2=CC=CC=C2)C=C1)Cl (4-[(6-bromo-hexyl)oxy]-3-chlorobenzophenone). The reactants are BrC=1C=NC(=NC1)Cl (5-Bromo-2-chloro-pyrimidine), C(C)(C)(C)OC(=O)N1[C@@H]([C@H]2C[C@H]2C1)CN ((1S,2S,5R)-2-aminomethyl-3-aza-bicyclo[3.1.0]hexane-3-carboxylic acid tert-butyl ester), C(=O)([O-])[O-].[K+].[K+] (K2CO3), CCN(C(C)C)C(C)C (DIPEA). Run in CCOC(=O)C (EtOAc), O (water), CC=1C=CC=CC1C (o-xylene). Yields the product C(C)(C)(C)OC(=O)N1[C@@H]([C@H]2C[C@H]2C1)CNC1=NC=C(C=N1)Br ((1S,2S,5R)-2-[(5-Bromo-pyrimidin-2-ylamino)-methyl]-3-aza-bicyclo[3.1.0]hexane-3-carboxylic Acid Tert-butyl Ester). RXN SMILES: [Br:1][C:2]1[CH:3]=[N:4][C:5](Cl)=[N:6][CH:7]=1.[C:9]([O:13][C:14]([N:16]1[CH2:21][C@H:20]2[C@H:18]([CH2:19]2)[C@H:17]1[CH2:22][NH2:23])=[O:15])([CH3:12])([CH3:11])[CH3:10].C([O-])([O-])=O.[K+].[K+].CCN(C(C)C)C(C)C>CC1C=CC=CC=1C.CCOC(C)=O.O>[C:9]([O:13][C:14]([N:16]1[CH2:21][C@H:20]2[C@H:18]([CH2:19]2)[C@H:17]1[CH2:22][NH:23][C:5]1[N:4]=[CH:3][C:2]([Br:1])=[CH:7][N:6]=1)=[O:15])([CH3:12])([CH3:11])[CH3:10] |f:2.3.4|. Run at temperature 140 celsius. Procedure: 5-Bromo-2-chloro-pyrimidine (18.4 mmol) is added to a solution of (1S,2S,5R)-2-aminomethyl-3-aza-bicyclo[3.1.0]hexane-3-carboxylic acid tert-butyl ester (14.1 mmol) in o-xylene (30 mL). K2CO3 (42.4 mmol) and DIPEA (42.4 mmol) are added successively and the mixture is heated to 140° C. for 17 h. The mixture is cooled to RT and diluted with EtOAc (100 mL) and water (100 mL). The layers are separated and the aq. layer is extracted with DCM (100 mL). The combined organic layers are dried over MgSO4 ... Starting materials: O=C(C)C=C(C)C (mesityl oxide), sulfonic acid, CC(CC(C)(C)C)(C)OO (1,1,3,3-tetramethylbutyl hydroperoxide). Conditions: temperature 25 celsius, time 16 hour. Product: CC(C)(CC(C)=O)OOC(CC(C)(C)C)(C)C (2-METHYL-2-(1,1,3,3-TETRAMETHYLBUTYLPEROXY)-4-PENTANONE). As a reaction SMILES: [O:1]=[C:2]([CH:4]=[C:5]([CH3:7])[CH3:6])[CH3:3].[CH3:8][C:9]([O:16][OH:17])([CH3:15])[CH2:10][C:11]([CH3:14])([CH3:13])[CH3:12]>>[CH3:6][C:5]([O:17][O:16][C:9]([CH3:15])([CH3:8])[CH2:10][C:11]([CH3:14])([CH3:13])[CH3:12])([CH2:4][C:2](=[O:1])[CH3:3])[CH3:7]. Procedure details: A mixture of 49 g (0.50 mole) of mesityl oxide and 10 g of Amberlyst 15® sulfonic acid type ion-exchange resin was stirred at 0°-5° C., while 78 g (0.45 mole) of 84% 1,1,3,3-tetramethylbutyl hydroperoxide was added slowly. The reaction mixture was allowed to warm to 25° C. and the stirring continued for 16 hours. The ion-exchange resin was separated by filtration. Iodometric assay showed that substantially all of the hydroperoxide had reacted. The infrared spectrum and G.L.C. showed the presence...